Dataset: the Open Reaction Database (ORD), a public repository of structured organic reaction records. Task: describe an organic reaction: reactants, conditions, products, and yield As a reaction SMILES: [CH3:23][N:24]([c:25]1[cH:26][c:27]([NH2:28])[cH:29][cH:30][cH:31]1)[CH3:32].[CH3:33][CH2:34][O:35][CH2:36][CH2:37][OH:38].[Cl:1][c:2]1[c:3]([C:14]#[N:15])[cH:4][n:5][c:6]2[c:7]([O:12][CH3:13])[cH:8][cH:9][cH:10][c:11]12.[ClH:22].[cH:16]1[cH:17][cH:18][n:19][cH:20][cH:21]1>>[c:2]1([NH:28][c:27]2[cH:26][c:25]([N:24]([CH3:23])[CH3:32])[cH:31][cH:30][cH:29]2)[c:3]([C:14]#[N:15])[cH:4][n:5][c:6]2[c:7]([O:12][CH3:13])[cH:8][cH:9][cH:10][c:11]12. The reactants are CN(C)c1cccc(N)c1, CCOCCO, COc1cccc2c(Cl)c(C#N)cnc12, Cl, c1ccncc1. Yields the product COc1cccc2c(Nc3cccc(N(C)C)c3)c(C#N)cnc12. Reactants: COC(=O)CCN1C=C(C2=C(C=CC=C12)/C=C/C(=O)OC(C)(C)C)CC=1C=NC=CC1 (t-butyl (E)-3-[1-(2-methoxycarbonylethyl)-3-(3-pyridylmethyl)-1H-indole-4-yl]-2-propenoate), C(=O)[O-].[NH4+] (ammonium formate). The reagents and catalysts are [Pd] (palladium on carbon). Product: COC(=O)CCN1C=C(C=2C(=CC=CC12)CCC(=O)OC(C)(C)C)CC=1C=NC=CC1 (t-Butyl 1-(2-methoxycarbonylethyl)-3-(3-pyridylmethyl)-1H-indole-4-propanoate). The yield is 90.2%. As a reaction SMILES: [CH3:1][O:2][C:3]([CH2:5][CH2:6][N:7]1[C:15]2[C:10](=[C:11](/[CH:16]=[CH:17]/[C:18]([O:20][C:21]([CH3:24])([CH3:23])[CH3:22])=[O:19])[CH:12]=[CH:13][CH:14]=2)[C:9]([CH2:25][C:26]2[CH:27]=[N:28][CH:29]=[CH:30][CH:31]=2)=[CH:8]1)=[O:4].C([O-])=O.[NH4+]>[Pd]>[CH3:1][O:2][C:3]([CH2:5][CH2:6][N:7]1[C:15]2[CH:14]=[CH:13][CH:12]=[C:11]([CH2:16][CH2:17][C:18]([O:20][C:21]([CH3:24])([CH3:23])[CH3:22])=[O:19])[C:10]=2[C:9]([CH2:25][C:26]2[CH:27]=[N:28][CH:29]=[CH:30][CH:31]=2)=[CH:8]1)=[O:4] |f:1.2|. Procedure: Treatment of t-butyl (E)-3-[1-(2-methoxycarbonylethyl)-3-(3-pyridylmethyl)-1H-indole-4-yl]-2-propenoate (5.15 g) with 10% palladium on carbon (0.50 g) and ammonium formate (7.71 g) according to the method of Preparation 23 gave the title compound, (4.67 g) m.p. 80°-82° C. Found: C,71.43; H,7.06; N,6.35. C25H30N2O4 requires: C,71.06; H,7.16; N,6.63%. Starting materials: CC(C)=O, CCO, CS(=O)(=O)c1ccc([N+](=O)[O-])nc1. The product is CS(=O)(=O)c1ccc(N)nc1. RXN SMILES: [CH3:14][C:15](=[O:16])[CH3:17].[CH3:18][CH2:19][OH:20].[CH3:1][S:2](=[O:3])(=[O:4])[c:5]1[cH:6][cH:7][c:8]([N+:11]([O-:12])=[O:13])[n:9][cH:10]1>>[CH3:1][S:2](=[O:3])(=[O:4])[c:5]1[cH:6][cH:7][c:8]([NH2:11])[n:9][cH:10]1. Starting materials: ClC1=NC=C(C(=O)NC2=CC(=C(C=C2)Cl)NC(C2=CC=C(C=C2)F)=O)C=C1 (6-chloro-N-(4-chloro-3-(4-fluorobenzamido)phenyl)nicotinamide), C[C@@H]1N[C@@H](CNC1)C (cis-2,6-dimethylpiperazine). The product is C(C1=CN=CC=C1)(=O)N (nicotinamide). As a reaction SMILES: Cl[C:2]1[CH:27]=[CH:26][C:5]([C:6]([NH:8]C2C=CC(Cl)=C(NC(=O)C3C=CC(F)=CC=3)C=2)=[O:7])=[CH:4][N:3]=1.C[C@H]1CNC[C@@H](C)N1>>[C:6]([NH2:8])(=[O:7])[C:5]1[CH:26]=[CH:27][CH:2]=[N:3][CH:4]=1. Reported procedure: 6-chloro-N-(4-chloro-3-(4-fluorobenzamido)phenyl)nicotinamide (0.15 mmol) was used in general procedure 3 with cis-2,6-dimethylpiperazine (0.77 mmol). The product was purified by RP-HPLC to give N-(4-fluorobenzamido)phenyl)-6-(3S-,5R)-3-5-dimethylpiperazine-1-yl)nicotinamide. MS (Q1) 482.3 (M)+ Reactants: CCN1C(=O)N(c2c(F)c(OC)cc(OC)c2F)Cc2cnc(S(C)=O)nc21, CC(O)C(O)CN. Product: CCN1C(=O)N(c2c(F)c(OC)cc(OC)c2F)Cc2cnc(NCC(O)C(C)O)nc21. Reaction SMILES: [F:1][c:2]1[c:3]([N:13]2[C:14](=[O:28])[N:15]([CH2:26][CH3:27])[c:16]3[n:17][c:18]([S:23]([CH3:24])=[O:25])[n:19][cH:20][c:21]3[CH2:22]2)[c:4]([F:12])[c:5]([O:10][CH3:11])[cH:6][c:7]1[O:8][CH3:9].[NH2:29][CH2:30][CH:31]([CH:32]([CH3:33])[OH:34])[OH:35]>>[F:1][c:2]1[c:3]([N:13]2[C:14](=[O:28])[N:15]([CH2:26][CH3:27])[c:16]3[n:17][c:18]([NH:29][CH2:30][CH:31]([CH:32]([CH3:33])[OH:34])[OH:35])[n:19][cH:20][c:21]3[CH2:22]2)[c:4]([F:12])[c:5]([O:10][CH3:11])[cH:6][c:7]1[O:8][CH3:9]. Reactants: C(C1=CC=CC=C1)OC1=CC=C(N)C=C1 (4-benzyloxyaniline), COC(CBr)OC (bromoacetaldehyde dimethyl acetal), C([O-])([O-])=O.[K+].[K+] (potassium carbonate). The solvent is CN(C=O)C (dimethylformamide). Reaction conditions: temperature 100 celsius. Product: C(C1=CC=CC=C1)OC1=CC=C(C=C1)NCC(OC)OC ((4-Benzyloxyphenyl)-(2,2-dimethoxyethyl)amine). As a reaction SMILES: [CH2:1]([O:8][C:9]1[CH:15]=[CH:14][C:12]([NH2:13])=[CH:11][CH:10]=1)[C:2]1[CH:7]=[CH:6][CH:5]=[CH:4][CH:3]=1.[CH3:16][O:17][CH:18]([O:21][CH3:22])[CH2:19]Br.C(=O)([O-])[O-].[K+].[K+]>CN(C)C=O>[CH2:1]([O:8][C:9]1[CH:10]=[CH:11][C:12]([NH:13][CH2:19][CH:18]([O:21][CH3:22])[O:17][CH3:16])=[CH:14][CH:15]=1)[C:2]1[CH:3]=[CH:4][CH:5]=[CH:6][CH:7]=1 |f:2.3.4|. Reported procedure: A mixture of 4-benzyloxyaniline (10 g), bromoacetaldehyde dimethyl acetal (12.2 g), potassium carbonate (13.8 g) and dimethylformamide (150 mL) was heated at 100° C. for 5 hours. After cooling, the reaction solution was filtered and concentrated. The residue was purified by MPLC (eluent: heptane/ethyl acetate 4:1). The product with the molecular weight of 287.36 (C17H21NO3); MS (ESI): 288 ([M+H]+), was obtained in this way.